This data is from the Open Reaction Database (ORD), a public repository of structured organic reaction records. The task is: describe an organic reaction: reactants, conditions, products, and yield Procedure: 19.7 g of 2,6-diethyl-2,3,6-trimethyl-4-piperidone were dissolved in 250 ml of methanol, and 3.7 g of sodium borohydride were added thereto in four portions over a period of 1 hour, with stirring. After stirring the mixture for a further 4 hours, it was allowed to stand overnight and was then concentrated by evaporation under reduced pressure; water was added to the concentrated mixture, which was then extracted with benzene. The resulting benzene solution was dried over potassium carbonate and ... Isolated yield 86.4%. Reaction conditions: time 1 hour. Starting materials: C(C)C1(NC(CC(C1C)=O)(C)CC)C (2,6-diethyl-2,3,6-trimethyl-4-piperidone), [BH4-].[Na+] (sodium borohydride). Yields the product C(C)C1(NC(CC(C1C)O)(C)CC)C (2,6-diethyl-2,3,6-trimethyl-4-piperidinol). RXN SMILES: [CH2:1]([C:3]1([CH3:14])[CH:8]([CH3:9])[C:7](=[O:10])[CH2:6][C:5]([CH2:12][CH3:13])([CH3:11])[NH:4]1)[CH3:2].[BH4-].[Na+]>CO>[CH2:1]([C:3]1([CH3:14])[CH:8]([CH3:9])[CH:7]([OH:10])[CH2:6][C:5]([CH2:12][CH3:13])([CH3:11])[NH:4]1)[CH3:2] |f:1.2|. The solvent is CO (methanol).